This data is from the Open Reaction Database (ORD), a public repository of structured organic reaction records. The task is: describe an organic reaction: reactants, conditions, products, and yield The reactants are C=C1CCN(c2ncccc2[N+](=O)[O-])CC1, C[Si](C)(C)[N-][Si](C)(C)C, [Li+], O=C1CCN(c2ncccc2[N+](=O)[O-])CC1, O=C1CCC2(CC1)OCCO2. Product: C=C1CCC2(CC1)OCCO2. RXN SMILES: [CH2:1]=[C:2]1[CH2:3][CH2:4][N:5]([c:8]2[c:9]([N+:10]([O-:11])=[O:12])[cH:13][cH:14][cH:15][n:16]2)[CH2:6][CH2:7]1.[CH3:17][Si:18]([N-:19][Si:20]([CH3:21])([CH3:22])[CH3:23])([CH3:24])[CH3:25].[Li+:26].[N+:38]([c:39]1[c:40]([N:41]2[CH2:42][CH2:43][C:44](=[O:45])[CH2:46][CH2:47]2)[n:48][cH:49][cH:50][cH:51]1)([O-:52])=[O:53].[O:27]1[CH2:28][CH2:29][O:30][C:31]12[CH2:32][CH2:33][C:34](=[O:35])[CH2:36][CH2:37]2>>[CH2:1]=[C:2]1[CH2:3][CH2:4][C:31]2([CH2:6][CH2:7]1)[O:27][CH2:28][CH2:29][O:30]2. The reactants are COc1ccc(-c2cccc3c2OC(CNC(=O)OCc2ccccc2)C3)c(OC)c1, Cl. Product: COc1ccc(-c2cccc3c2OC(CN)C3)c(OC)c1. Reaction SMILES: [CH3:1][O:2][c:3]1[c:4](-[c:11]2[cH:12][cH:13][cH:14][c:15]3[c:19]2[O:18][CH:17]([CH2:20][NH:21][C:22](=[O:23])[O:24][CH2:25][c:26]2[cH:27][cH:28][cH:29][cH:30][cH:31]2)[CH2:16]3)[cH:5][cH:6][c:7]([O:9][CH3:10])[cH:8]1.[ClH:32]>>[CH3:1][O:2][c:3]1[c:4](-[c:11]2[cH:12][cH:13][cH:14][c:15]3[c:19]2[O:18][CH:17]([CH2:20][NH2:21])[CH2:16]3)[cH:5][cH:6][c:7]([O:9][CH3:10])[cH:8]1. Reactants: CC1=NC=CC(=N1)N (2-Methyl-pyrimidin-4-ylamine), ClC=1C(=C(C=CC1)S(=O)(=O)Cl)C (3-chloro-2-methyl-benzenesulfonyl chloride). The solvent is N1=CC=CC=C1 (pyridine). Run at temperature 55 celsius, time 48 hour. The product is ClC=1C(=C(C=CC1)S(=O)(=O)NC1=NC(=NC=C1)C)C (3-chloro-2-methyl-N-(2-methyl-pyrimidin-4-yl)-benzenesulfonamide). Isolated yield 9.3%. RXN SMILES: [CH3:1][C:2]1[N:7]=[C:6]([NH2:8])[CH:5]=[CH:4][N:3]=1.[Cl:9][C:10]1[C:11]([CH3:20])=[C:12]([S:16](Cl)(=[O:18])=[O:17])[CH:13]=[CH:14][CH:15]=1>N1C=CC=CC=1>[Cl:9][C:10]1[C:11]([CH3:20])=[C:12]([S:16]([NH:8][C:6]2[CH:5]=[CH:4][N:3]=[C:2]([CH3:1])[N:7]=2)(=[O:18])=[O:17])[CH:13]=[CH:14][CH:15]=1. Procedure details: 2-Methyl-pyrimidin-4-ylamine (91 mg, Gabriel, Chem. Ber. 37, 1904, 3641) and 3-chloro-2-methyl-benzenesulfonyl chloride (179 mg) were dissolved in pyridine (5 mL) and the resulting mixture was allowed to stir at 50 to 60° C. for 48 hours. The mixture was then evaporated in vacuo and the residue was dissolved in ethyl acetate. The solution was washed with 1M CuSO4 solution twice, dried over Na2SO4, filtered and evaporated. The residue was purified by flash chromatography (CH2Cl2MeOH/NH3 90:10:0.5...